From a dataset of the Open Reaction Database (ORD), a public repository of structured organic reaction records. describe an organic reaction: reactants, conditions, products, and yield Yields the product COC(=O)C(Oc1ccc(Cl)cc1)c1ccc(Oc2ccc(C#N)cc2)cc1. Starting materials: COC(=O)C(Br)c1ccc(Oc2ccc(C#N)cc2)cc1, CO, C[O-], Oc1ccc(Cl)cc1, [Na+], O, c1ccccc1. Reaction SMILES: [Br:14][CH:15]([C:16](=[O:17])[O:18][CH3:19])[c:20]1[cH:21][cH:22][c:23]([O:26][c:27]2[cH:28][cH:29][c:30]([C:33]#[N:34])[cH:31][cH:32]2)[cH:24][cH:25]1.[CH3:1][OH:2].[CH3:3][O-:4].[Cl:6][c:7]1[cH:8][cH:9][c:10]([OH:13])[cH:11][cH:12]1.[Na+:5].[OH2:41].[cH:35]1[cH:36][cH:37][cH:38][cH:39][cH:40]1>>[Cl:6][c:7]1[cH:8][cH:9][c:10]([O:13][CH:15]([C:16](=[O:17])[O:18][CH3:19])[c:20]2[cH:21][cH:22][c:23]([O:26][c:27]3[cH:28][cH:29][c:30]([C:33]#[N:34])[cH:31][cH:32]3)[cH:24][cH:25]2)[cH:11][cH:12]1. Starting materials: FC(C(CC#N)=O)F (4,4-difluoro-3-oxobutanenitrile), O.NN (hydrazine hydrate). Run in CCO (EtOH). Yields the product FC(C1=CC(=NN1)N)F (5-(difluoromethyl)-1H-pyrazol-3-amine). The yield is 27.0%. RXN SMILES: [F:1][CH:2]([F:8])[C:3](=O)[CH2:4][C:5]#[N:6].O.[NH2:10][NH2:11]>CCO>[F:1][CH:2]([F:8])[C:3]1[NH:11][N:10]=[C:5]([NH2:6])[CH:4]=1 |f:1.2|. Procedure: To a solution of 4,4-difluoro-3-oxobutanenitrile in EtOH (200 mL) was added hydrazine hydrate (30 mL). The reaction was heated at reflux for 12 h before cooling to RT. After evaporation in vacuo, the residue was extracted into DCM. The organic layers were washed with water, brine, dried (MgSO4). After filtration, the solvent was evaporated in vacuo. The crude product was purified by SiO2 chromatography to afford 5-(difluoromethyl)-1H-pyrazol-3-amine (8.0 g, 27% for two steps) as an oil: MS (ESI)... Reactants: C(C)OC(=O)C1(CC2=CC=CC=C2C1)NC(C1=C(C(=CC=C1)Br)C)=O (2-(3-bromo-2-methylbenzoylamino)indan-2-carboxylic acid ethyl ester), CC(=CB(O)O)C (2-methyl-1-propenylboronic acid). Run in CN(C)C=O (DMF), C(=O)(O)[O-].[Na+] (NaHCO3). Run at temperature 110 celsius, time 5 hour. Product: C(C)OC(=O)C1(CC2=CC=CC=C2C1)NC(C1=C(C(=CC=C1)C=C(C)C)C)=O (2-[2-methyl-3-(2-methyl-1-propenyl)benzoylamino]indan-2-carboxylic acid ethyl ester). The yield is 92.0%. RXN SMILES: [CH2:1]([O:3][C:4]([C:6]1([NH:15][C:16](=[O:25])[C:17]2[CH:22]=[CH:21][CH:20]=[C:19](Br)[C:18]=2[CH3:24])[CH2:14][C:13]2[C:8](=[CH:9][CH:10]=[CH:11][CH:12]=2)[CH2:7]1)=[O:5])[CH3:2].[CH3:26][C:27]([CH3:32])=[CH:28]B(O)O>CN(C=O)C.C([O-])(O)=O.[Na+]>[CH2:1]([O:3][C:4]([C:6]1([NH:15][C:16](=[O:25])[C:17]2[CH:22]=[CH:21][CH:20]=[C:19]([CH:26]=[C:27]([CH3:32])[CH3:28])[C:18]=2[CH3:24])[CH2:14][C:13]2[C:8](=[CH:9][CH:10]=[CH:11][CH:12]=2)[CH2:7]1)=[O:5])[CH3:2] |f:3.4|. Procedure: A suspension of 2-(3-bromo-2-methylbenzoylamino)indan-2-carboxylic acid ethyl ester (293) (402 mg-1 mmol) and 2-methyl-1-propenylboronic acid (200 mg, 2 mmol, 2 eq) in dry DMF (20 mL) and saturated NaHCO3 (5 mL) is degassed for 10 min and then treated with tetrakis(triphenylphosphine)palladium(0) (400 mg). The mixture is stirred at 110° C. for 5 h. The reaction is cooled and the DMF removed in vacuo and the residue diluted with water (80 mL). The aqueous is filtered through celite and extracted ... Reactants: [Br-], Cn1c(=O)c2c(nc(N3CCN(C(=O)OC(C)(C)C)CC3)n2-c2ccccc2C=O)n(C)c1=O, CC(C)(C)[O-], C[P+](c1ccccc1)(c1ccccc1)c1ccccc1, CCOC(C)=O, [K+], C1CCOC1. Product: C=Cc1ccccc1-n1c(N2CCN(C(=O)OC(C)(C)C)CC2)nc2c1c(=O)n(C)c(=O)n2C. RXN SMILES: [Br-:46].[C:7]([CH3:8])([CH3:9])([CH3:10])[O:11][C:12](=[O:13])[N:14]1[CH2:15][CH2:16][N:17]([c:20]2[n:21][c:22]3[n:23]([CH3:40])[c:24](=[O:39])[n:25]([CH3:38])[c:26](=[O:37])[c:27]3[n:28]2-[c:29]2[c:30]([CH:35]=[O:36])[cH:31][cH:32][cH:33][cH:34]2)[CH2:18][CH2:19]1.[CH3:1][C:2]([CH3:3])([O-:4])[CH3:5].[CH3:47][P+:48]([c:49]1[cH:50][cH:51][cH:52][cH:53][cH:54]1)([c:55]1[cH:56][cH:57][cH:58][cH:59][cH:60]1)[c:61]1[cH:62][cH:63][cH:64][cH:65][cH:66]1.[CH3:67][CH2:68][O:69][C:70](=[O:71])[CH3:72].[K+:6].[O:41]1[CH2:42][CH2:43][CH2:44][CH2:45]1>>[CH2:1]=[CH:35][c:30]1[c:29](-[n:28]2[c:20]([N:17]3[CH2:16][CH2:15][N:14]([C:12]([O:11][C:7]([CH3:8])([CH3:9])[CH3:10])=[O:13])[CH2:19][CH2:18]3)[n:21][c:22]3[n:23]([CH3:40])[c:24](=[O:39])[n:25]([CH3:38])[c:26](=[O:37])[c:27]32)[cH:34][cH:33][cH:32][cH:31]1. The reactants are C1(=CC=CC=C1)P(=O)(C1=CC=CC=C1)N=[N+]=[N-] (diphenylphosphoryl azide), N12CCCCCC2=NCCC1 (1,8-diazabicyclo[5.4.0]undec-7-ene), O[C@H]1CCOC2=CC(=CC=C12)C(=O)OC ((S)-methyl 4-hydroxychroman-7-carboxylate). Solvent: C1(=CC=CC=C1)C (toluene), CCOC(=O)C (EtOAc), C1(=CC=CC=C1)C (toluene), C1(=CC=CC=C1)C (toluene). Run at time 10 minute. Yields the product N(=[N+]=[N-])[C@@H]1CCOC2=CC(=CC=C12)C(=O)OC ((R)-methyl 4-azido-3,4-dihydro-2H-chromene-7-carboxylate). Reaction SMILES: O[C@@H:2]1[C:11]2[C:6](=[CH:7][C:8]([C:12]([O:14][CH3:15])=[O:13])=[CH:9][CH:10]=2)[O:5][CH2:4][CH2:3]1.C1(P([N:30]=[N+:31]=[N-:32])(C2C=CC=CC=2)=O)C=CC=CC=1.N12CCCN=C1CCCCC2>C1(C)C=CC=CC=1.CCOC(C)=O>[N:30]([C@H:2]1[C:11]2[C:6](=[CH:7][C:8]([C:12]([O:14][CH3:15])=[O:13])=[CH:9][CH:10]=2)[O:5][CH2:4][CH2:3]1)=[N+:31]=[N-:32]. Procedure: To a 3 L three-neck round-bottomed flask equipped with argon inlet/outlet, thermometer, and magnetic stirring was added (S)-methyl 4-hydroxychroman-7-carboxylate (71 g, 340 mmol) in 800 mL of toluene. The reaction vessel was cooled with a ice/salt bath, and treated with a solution of diphenylphosphoryl azide (88 mL, 407 mmol, Aldrich) in 200 mL toluene (internal temp.=−4° C.). After 10 min, a solution of 1,8-diazabicyclo[5.4.0]undec-7-ene (61 mL, 407 mmol, Aldrich) in toluene (350 mL) was added ...